From a dataset of the Open Reaction Database (ORD), a public repository of structured organic reaction records. describe an organic reaction: reactants, conditions, products, and yield The reactants are amine, N-[(N-BOC-(4-aminobutyl)-N-methylpyrrole-4-(N-methylpyrrole-2-carboxamido)-2-carboxamido)]glutaramide monocarboxylic acid, CCN=C=NCCCN(C)C (EDCI), O.ON1N=NC2=C1C=CC=C2 (1-hydroxybenzotriazole hydrate), CN(C)C=O (DMF). Conditions: time 3 day. The product is N-[(N-BOC-(4-aminobutyl)-N-methylpyrrole-4-(N-methylpyrrole-2-carboxamido)-2-carboxamido)]-N-[5-(3-benzyloxy-2-(2-chloroethyl)phenyl)benzofuran-2-carboxamido), C(CC(=O)N)CC(=O)N (glutarodiamide). Yield: 52.0%. As a reaction SMILES: CCN=C=NCCCN(C)C.[OH2:12].ON1[C:18]2[CH:19]=[CH:20]C=C[C:17]=2[N:16]=N1.C[N:24]([CH:26]=[O:27])C>>[CH2:19]([CH2:18][C:17]([NH2:16])=[O:12])[CH2:20][C:26]([NH2:24])=[O:27] |f:1.2|. Reported procedure: To the above amine was added N-[(N-BOC-(4-aminobutyl)-N-methylpyrrole-4-(N-methylpyrrole-2-carboxamido)-2-carboxamido)]glutaramide monocarboxylic acid (0.132 g, 0.256 mmol), EDCI (0.084 g, 0.439 mmol) and 1-hydroxybenzotriazole hydrate [HOBT] (0.030 g, 0.220 mmol) which was then dissolved in DMF (7.5 mL). Dissolution was aided by sonication and the suspension stirred under nitrogen at room temperature for three days with the flask covered with foil. At that time, the DMF was removed via kugelroh... The reactants are ClC(=O)OC1=C(C=C(C(=C1)Cl)Cl)Cl (2,4,5-trichlorophenyl chloroformate), C(C)(C)(C)O (t-butanol), N1=CC=CC2=CC=CC=C12 (quinoline). Solvent: C(Cl)Cl (methylene chloride), C(Cl)Cl (methylene chloride). The product is C(OC(C)(C)C)(OC1=C(C=C(C(=C1)Cl)Cl)Cl)=O (t-butyl 2,4,5-trichlorophenyl carbonate). RXN SMILES: Cl[C:2]([O:4][C:5]1[CH:10]=[C:9]([Cl:11])[C:8]([Cl:12])=[CH:7][C:6]=1[Cl:13])=[O:3].[C:14]([OH:18])([CH3:17])([CH3:16])[CH3:15].N1C2C(=CC=CC=2)C=CC=1>C(Cl)Cl>[C:2](=[O:3])([O:4][C:5]1[CH:10]=[C:9]([Cl:11])[C:8]([Cl:12])=[CH:7][C:6]=1[Cl:13])[O:18][C:14]([CH3:17])([CH3:16])[CH3:15]. Procedure details: T-Butyl 2,4,5-trichlorophenyl carbonate is a known compound and one method for its preparation is described in an article by W. Broadbent, J. S. Morley and B. E. Stone in the Journal of the Chemical Society (C), 1967 pages 2632-2637. Briefly, in this method a solution of phosgene in toluene is treated with 2,4,5-trichlorophenol at -10° C, followed by addition of dimethylaniline at such a rate that the reaction temperature is maintained at 5°-10° C. The mixture is heated to 20°-24° C and maintain... The reactants are FC(C=1C=C2NC(C3N(C2=CC1)CCNC3)=O)(F)F (2,3,4,4a-tetrahydro-8-trifluoromethyl-1H-pyrazino[1,2-a]quinoxalin-5(6H)-one), C1(=C(C(=C(C(=C1F)F)F)N)F)N.Cl.Cl (dihydrochloride), C(=C)C1=CC=NC=C1 (4-vinylpyridine), Cl (hydrogen chloride). Solvent: C(C)O (ethanol), C(C)(=O)O (acetic acid), CO (methanol). Product: N1=CC=C(C=C1)CCN1CC2N(C3=CC=C(C=C3NC2=O)C(F)(F)F)CC1 (2,3,4,4a-Tetrahydro-3-[2-(4-Pyridinyl)Ethyl]-8-Trifluoromethyl-1H-Pyrazino[1,2-a]Quinoxalin-5(6H)-One). Reaction SMILES: [F:1][C:2]([F:19])([F:18])[C:3]1[CH:4]=[C:5]2[C:10](=[CH:11][CH:12]=1)[N:9]1[CH2:13][CH2:14][NH:15][CH2:16][CH:8]1[C:7](=[O:17])[NH:6]2.[CH:20]([C:22]1[CH:27]=[CH:26][N:25]=[CH:24][CH:23]=1)=[CH2:21].Cl.C1(N)C(F)=C(F)C(F)=C(N)C=1F.Cl.Cl>C(O)C.CO.C(O)(=O)C>[N:25]1[CH:26]=[CH:27][C:22]([CH2:20][CH2:21][N:15]2[CH2:14][CH2:13][N:9]3[C:10]4[C:5]([NH:6][C:7](=[O:17])[CH:8]3[CH2:16]2)=[CH:4][C:3]([C:2]([F:18])([F:1])[F:19])=[CH:12][CH:11]=4)=[CH:23][CH:24]=1 |f:3.4.5|. Reported procedure: A solution of 9.0 g. of 2,3,4,4a-tetrahydro-8-trifluoromethyl-1H-pyrazino[1,2-a]quinoxalin-5(6H)-one, 18 ml. of 4-vinylpyridine and 7 ml. of acetic acid was refluxed in 250 ml. of methanol overnight. The solvent was removed and the residue was precipitated with water. The precipitate was filtered and recrystallized from ethanol-water to yield 9.2 g. of the free base, m.p. 204°-206° C. 4 G. of this free base was dissolved in ethanol and treated with dry hydrogen chloride saturated ethanol. The pr... The reactants are O=C1OC2(CN3CCC2CC3)CN1c1cc(Br)co1, CCCC[Sn](CCCC)(CCCC)c1ccccn1. Yields the product O=C1OC2(CN3CCC2CC3)CN1c1cc(-c2ccccn2)co1. As a reaction SMILES: [Br:1][c:2]1[cH:3][c:4]([N:7]2[C:8](=[O:19])[O:9][C:10]3([CH2:11][N:12]4[CH2:13][CH2:14][CH:15]3[CH2:16][CH2:17]4)[CH2:18]2)[o:5][cH:6]1.[CH2:20]([Sn:21]([CH2:22][CH2:23][CH2:24][CH3:31])([c:25]1[n:26][cH:27][cH:28][cH:29][cH:30]1)[CH2:32][CH2:33][CH2:34][CH3:35])[CH2:36][CH2:37][CH3:38]>>[c:2]1(-[c:25]2[n:26][cH:27][cH:28][cH:29][cH:30]2)[cH:3][c:4]([N:7]2[C:8](=[O:19])[O:9][C:10]3([CH2:11][N:12]4[CH2:13][CH2:14][CH:15]3[CH2:16][CH2:17]4)[CH2:18]2)[o:5][cH:6]1. Reactants: Cc1oc(-c2ccc(Br)cc2)nc1CCO, O=C([O-])[O-], CC(=O)[O-], CC(=O)[O-], CCCO, [Na+], [Na+], [Pd+2], c1ccc(P(c2ccccc2)c2ccccc2)cc1, OB(O)c1cccs1. The product is Cc1oc(-c2ccc(-c3cccs3)cc2)nc1CCO. RXN SMILES: [Br:1][c:2]1[cH:3][cH:4][c:5](-[c:8]2[o:9][c:10]([CH3:16])[c:11]([CH2:13][CH2:14][OH:15])[n:12]2)[cH:6][cH:7]1.[C:44](=[O:45])([O-:46])[O-:47].[C:54]([O-:55])(=[O:56])[CH3:57].[C:59]([O-:60])(=[O:61])[CH3:62].[CH2:50]([OH:51])[CH2:52][CH3:53].[Na+:48].[Na+:49].[Pd+2:58].[c:25]1([P:26]([c:27]2[cH:28][cH:29][cH:30][cH:31][cH:32]2)[c:33]2[cH:34][cH:35][cH:36][cH:37][cH:38]2)[cH:39][cH:40][cH:41][cH:42][cH:43]1.[s:17]1[c:18]([B:22]([OH:23])[OH:24])[cH:19][cH:20][cH:21]1>>[c:2]1(-[c:18]2[s:17][cH:21][cH:20][cH:19]2)[cH:3][cH:4][c:5](-[c:8]2[o:9][c:10]([CH3:16])[c:11]([CH2:13][CH2:14][OH:15])[n:12]2)[cH:6][cH:7]1. Starting materials: O=C([O-])[O-], CCn1c(=O)[nH]c(=O)c2[nH]cnc21, CN(C)C=O, ClCc1ccccc1, [K+], [K+], O. The product is CCn1c(=O)[nH]c(=O)c2c1ncn2Cc1ccccc1. RXN SMILES: [C:19](=[O:20])([O-:21])[O-:22].[CH2:1]([CH3:2])[n:3]1[c:4](=[O:13])[nH:5][c:6](=[O:12])[c:7]2[nH:8][cH:9][n:10][c:11]12.[CH3:14][N:15]([CH3:16])[CH:17]=[O:18].[Cl:25][CH2:26][c:27]1[cH:28][cH:29][cH:30][cH:31][cH:32]1.[K+:23].[K+:24].[OH2:33]>>[CH2:1]([CH3:2])[n:3]1[c:4](=[O:13])[nH:5][c:6](=[O:12])[c:7]2[n:8]([CH2:26][c:27]3[cH:28][cH:29][cH:30][cH:31][cH:32]3)[cH:9][n:10][c:11]12.